Dataset: the Open Reaction Database (ORD), a public repository of structured organic reaction records. Task: describe an organic reaction: reactants, conditions, products, and yield Procedure: A solution of tert-butyl 5-methoxy-2-(4,4,5,5-tetramethyl-1,3,2-dioxaborolan-2-yl)phenylcarbamate (from step 3) (1.0 eq.) and 3-bromopicolino-nitrile (1.0 eq.) in toluene/ethanol (10:1, 0.23 M) was mixed with tetrakis(triphenyl-phosphine)palladium (5 mol %) and anhydrous potassium carbonate (2.0 eq.). The reaction was heated to 100° C. and stirred overnight. After cooling to ambient temperature, the reaction content was diluted with 2% methanol in dichloromethane and water. The two phases were s... Run at temperature 100 celsius, time 8 hour. Yields the product COC1=CC=2C(=C3C=CC=NC3=C(N2)N)C=C1 (8-methoxybenzo[f][1,7]naphthyridin-5-amine). The solvent is CO (methanol), ClCCl (dichloromethane), O (water), C1(=CC=CC=C1)C.C(C)O (toluene ethanol). Starting materials: COC=1C=CC(=C(C1)NC(OC(C)(C)C)=O)B1OC(C(O1)(C)C)(C)C (tert-butyl 5-methoxy-2-(4,4,5,5-tetramethyl-1,3,2-dioxaborolan-2-yl)phenylcarbamate), BrC=1C(=NC=CC1)C#N (3-bromopicolino-nitrile), tetrakis(triphenyl-phosphine)palladium, C([O-])([O-])=O.[K+].[K+] (potassium carbonate). Reaction SMILES: [CH3:1][O:2][C:3]1[CH:4]=[CH:5][C:6](B2OC(C)(C)C(C)(C)O2)=[C:7]([NH:9]C(=O)OC(C)(C)C)[CH:8]=1.Br[C:27]1[C:28]([C:33]#[N:34])=[N:29][CH:30]=[CH:31][CH:32]=1.C(=O)([O-])[O-].[K+].[K+]>C1(C)C=CC=CC=1.C(O)C.CO.ClCCl.O>[CH3:1][O:2][C:3]1[CH:4]=[CH:5][C:6]2=[C:27]3[C:28](=[C:33]([NH2:34])[N:9]=[C:7]2[CH:8]=1)[N:29]=[CH:30][CH:31]=[CH:32]3 |f:2.3.4,5.6|. Reactants: COC(C1=CN=C(C=C1)\C=C\C=1C(=NOC1C)CCCC)=O (6-[(E)-2-(3-butyl-5-methyl-isoxazol-4-yl)-vinyl]-nicotinic acid methyl ester), NC1CCOCC1 (4-aminotetrahydropyran). The product is C(CCC)C1=NOC(=C1/C=C/C1=NC=C(C(=O)NC2CCOCC2)C=C1)C (6-[(E)-2-(3-Butyl-5-methyl-isoxazol-4-yl)-vinyl]-N-(tetrahydro-pyran-4-yl)-nicotinamide). The yield is 46.0%. RXN SMILES: CO[C:3](=[O:22])[C:4]1[CH:9]=[CH:8][C:7](/[CH:10]=[CH:11]/[C:12]2[C:13]([CH2:18][CH2:19][CH2:20][CH3:21])=[N:14][O:15][C:16]=2[CH3:17])=[N:6][CH:5]=1.[NH2:23][CH:24]1[CH2:29][CH2:28][O:27][CH2:26][CH2:25]1>>[CH2:18]([C:13]1[C:12](/[CH:11]=[CH:10]/[C:7]2[CH:8]=[CH:9][C:4]([C:3]([NH:23][CH:24]3[CH2:29][CH2:28][O:27][CH2:26][CH2:25]3)=[O:22])=[CH:5][N:6]=2)=[C:16]([CH3:17])[O:15][N:14]=1)[CH2:19][CH2:20][CH3:21]. Reported procedure: As described in example 9, 6-[(E)-2-(3-butyl-5-methyl-isoxazol-4-yl)-vinyl]-nicotinic acid methyl ester (100 mg, 0.28 mmol), and 4-aminotetrahydropyran instead of tetrahydrofuran-3-amine, was converted to the title compound (56 mg, 46%) which was obtained as a white solid after purification by chromatography (silica, dichloromethane:methanol 100:0 to 96.5:3.5) and trituration with isopropyl ether. MS: m/e=328.4 [M+H]+. Starting materials: CC(C)(C)OC(=O)N1CC(C(=O)O)C(C2CC2)C1, CCN(C(C)C)C(C)C, [K+], C1COCCO1, [OH-], [N-]=[N+]=NP(=O)(c1ccccc1)c1ccccc1. Product: CC(C)(C)OC(=O)N1CC(N)C(C2CC2)C1. As a reaction SMILES: [C:1]([CH3:2])([CH3:3])([CH3:4])[O:5][C:6](=[O:7])[N:8]1[CH2:9][CH:10]([C:16]([OH:17])=[O:18])[CH:11]([CH:13]2[CH2:14][CH2:15]2)[CH2:12]1.[CH2:36]([N:37]([CH:38]([CH3:39])[CH3:40])[CH:41]([CH3:42])[CH3:43])[CH3:44].[K+:46].[O:47]1[CH2:48][CH2:49][O:50][CH2:51][CH2:52]1.[OH-:45].[c:19]1([P:20]([c:23]2[cH:24][cH:25][cH:26][cH:27][cH:28]2)(=[O:29])[N:33]=[N+:21]=[N-:22])[cH:30][cH:31][cH:32][cH:34][cH:35]1>>[C:1]([CH3:2])([CH3:3])([CH3:4])[O:5][C:6](=[O:7])[N:8]1[CH2:9][CH:10]([NH2:33])[CH:11]([CH:13]2[CH2:14][CH2:15]2)[CH2:12]1. Starting materials: C[O-].[Na+] (sodium methoxide), Cl.C(C1=CC=CC=C1)(=N)N (benzamidine hydrochloride), CN(C)C=C(C(=O)OCC)[N+](=O)[O-] (ethyl 2-(N,N-dimethylaminomethylene)nitroacetate), [N+](=O)([O-])CC(=O)OCC (ethyl nitroacetate), COC(N(C)C)OC (N,N-dimethylformamide dimethyl acetal). Run in C(C)O (ethanol). Reaction conditions: temperature 0 celsius, time 30 minute. Product: [N+](=O)([O-])C=1C(NC(=NC1)C1=CC=CC=C1)=O (5-nitro-2-phenyl-4(3H)-pyrimidinone). As a reaction SMILES: C[O-].[Na+].Cl.[C:5]([NH2:13])(=[NH:12])[C:6]1[CH:11]=[CH:10][CH:9]=[CH:8][CH:7]=1.CN([CH:17]=[C:18]([N+:24]([O-:26])=[O:25])[C:19](OCC)=[O:20])C.[N+](CC(OCC)=O)([O-])=O.COC(OC)N(C)C>C(O)C>[N+:24]([C:18]1[C:19](=[O:20])[NH:12][C:5]([C:6]2[CH:11]=[CH:10][CH:9]=[CH:8][CH:7]=2)=[N:13][CH:17]=1)([O-:26])=[O:25] |f:0.1,2.3|. Reported procedure: To a mixture of sodium methoxide (8 g) and anhydrous ethanol (100 ml) is added benzamidine hydrochloride (11.7 g) at 0° C. The mixture is stirred at 0° C. for 30 minutes, and thereto is added dropwise a solution of crude ethyl 2-(N,N-dimethylaminomethylene)nitroacetate (14 g, which is obtained by heating a mixture of ethyl nitroacetate (10 g) and N,N-dimethylformamide dimethyl acetal (10.7 g) under reflux for three hours, followed by concentrating the mixture under reduced pressure) in anhydrous... The yield is 85.9%. Conditions: time 8 hour. The solvent is ClCCCl (DCE). The product is C1(=CC=CC=C1)C=1SC(=CN1)C1CCN(CC1)C[C@H]1CN(C[C@@H]1C1=CC=CC=C1)[C@@H](C(=O)OCC1=CC=C(C=C1)OC)C1CCCCC1 (α-(R)-(3-(S)-((4-(2-Phenyl-thiazol-5-yl)-piperidine -1-yl)methyl)-4-(S)-phenylpyrrolidin-1-yl)-cyclohexaneacetic acid, 4-methoxybenzyl ester). Procedure: To 12 mg of 4-(2-phenyl-thiazol-5-yl)-piperidine (from Step B) in 3 ml of DCE was added 35 mg of a-(R)-(3-(R)-formyl4-(S)-phenylpyrrolidin-1-yl)-cyclohexaneacetic acid, p-methoxybenzyl ester (prepared above as Aldehyde 5) followed by 19 mg of sodium triacetoxyborohydride. The reaction was stirred overnight at room temperature. The solvent was evaporated under reduced pressure. The residue was purified by flash chromatography with 10% EtOAc in hexane followed by 50% EtOAc in hexane to give 28 mg ... Starting materials: C1(=CC=CC=C1)C=1SC(=CN1)C1CCNCC1 (4-(2-Phenyl-thiazol-5-yl)-piperidine), C(=O)[C@H]1CN(C[C@@H]1C1=CC=CC=C1)[C@@H](C(=O)OCC1=CC=C(C=C1)OC)C1CCCCC1 (α-(R)-(3-(R)-formyl-4-(S)-phenylpyrrolidin-1-yl)-cyclohexaneacetic acid, para-methoxybenzyl ester), C(C)(=O)O[BH-](OC(C)=O)OC(C)=O.[Na+] (sodium triacetoxyborohydride). As a reaction SMILES: [C:1]1([C:7]2[S:8][C:9]([CH:12]3[CH2:17][CH2:16][NH:15][CH2:14][CH2:13]3)=[CH:10][N:11]=2)[CH:6]=[CH:5][CH:4]=[CH:3][CH:2]=1.[CH:18]([C@@H:20]1[C@@H:24]([C:25]2[CH:30]=[CH:29][CH:28]=[CH:27][CH:26]=2)[CH2:23][N:22]([C@H:31]([CH:44]2[CH2:49][CH2:48][CH2:47][CH2:46][CH2:45]2)[C:32]([O:34][CH2:35][C:36]2[CH:41]=[CH:40][C:39]([O:42][CH3:43])=[CH:38][CH:37]=2)=[O:33])[CH2:21]1)=O.C(O[BH-](OC(=O)C)OC(=O)C)(=O)C.[Na+]>ClCCCl>[C:1]1([C:7]2[S:8][C:9]([CH:12]3[CH2:17][CH2:16][N:15]([CH2:18][C@@H:20]4[C@@H:24]([C:25]5[CH:26]=[CH:27][CH:28]=[CH:29][CH:30]=5)[CH2:23][N:22]([C@H:31]([CH:44]5[CH2:49][CH2:48][CH2:47][CH2:46][CH2:45]5)[C:32]([O:34][CH2:35][C:36]5[CH:41]=[CH:40][C:39]([O:42][CH3:43])=[CH:38][CH:37]=5)=[O:33])[CH2:21]4)[CH2:14][CH2:13]3)=[CH:10][N:11]=2)[CH:2]=[CH:3][CH:4]=[CH:5][CH:6]=1 |f:2.3|. The reactants are CO, COC(=O)c1ccc(C(C)NC(=O)NC2CCCC2)s1, Cl, [Na+], C1CCOC1, [OH-]. Product: CC(NC(=O)NC1CCCC1)c1ccc(C(=O)O)s1. As a reaction SMILES: [CH3:29][OH:30].[CH:1]1([NH:6][C:7]([NH:8][CH:9]([CH3:10])[c:11]2[cH:12][cH:13][c:14]([C:16](=[O:17])[O:18][CH3:19])[s:15]2)=[O:20])[CH2:2][CH2:3][CH2:4][CH2:5]1.[ClH:23].[Na+:22].[O:24]1[CH2:25][CH2:26][CH2:27][CH2:28]1.[OH-:21]>>[CH:1]1([NH:6][C:7]([NH:8][CH:9]([CH3:10])[c:11]2[cH:12][cH:13][c:14]([C:16](=[O:17])[OH:18])[s:15]2)=[O:20])[CH2:2][CH2:3][CH2:4][CH2:5]1. Starting materials: [OH-].[Li+] (lithium hydroxide), COC(=O)C=1SC(=CC1)\C=C(/C)\C(=O)OC(C)(C)C (5-[(1E)-2-(tert-butoxycarbonyl)-prop-1-en-1-yl]thiophene-2-carboxylic acid methyl ester), Cl (hydrochloric acid). Run in O1CCCC1 (tetrahydrofuran). Run at time 8 hour. The product is C(C)(C)(C)OC(=O)/C(=C/C1=CC=C(S1)C(=O)O)/C (5-[(1E)-2-(tert-butoxycarbonyl)-prop-1-en-1-yl]thiophene-2-carboxylic acid). Yield: 94.3%. Reaction SMILES: C[O:2][C:3]([C:5]1[S:6][C:7](/[CH:10]=[C:11](/[C:13]([O:15][C:16]([CH3:19])([CH3:18])[CH3:17])=[O:14])\[CH3:12])=[CH:8][CH:9]=1)=[O:4].[OH-].[Li+].Cl>O1CCCC1>[C:16]([O:15][C:13](/[C:11](/[CH3:12])=[CH:10]/[C:7]1[S:6][C:5]([C:3]([OH:4])=[O:2])=[CH:9][CH:8]=1)=[O:14])([CH3:19])([CH3:17])[CH3:18] |f:1.2|. Reported procedure: 5-[(1E)-2-(tert-Butoxycarbonyl)-prop-1-en-1-yl]thiophene-2-carboxylic acid methyl ester (1.18 g, 4.19 mmol) obtained in step 1 was dissolved in tetrahydrofuran (5 mL), 1N aqueous lithium hydroxide solution (4.6 ml) was added, and the mixture was stirred overnight. The mixture was neutralized with 1N hydrochloric acid, and extracted with ethyl acetate. The organic layer was dried over anhydrous magnesium sulfate, and the solvent was evaporated to give the title compound (1.06 g). Starting materials: NC=1C(=C(C(=CC1)Cl)S(=O)(=O)N)O (3-amino-6-chloro-2-hydroxybenzenesulfonamide), ClC1=C(C=CC=C1)N=C=O (2-chlorophenylisocyanate). The solvent is CN(C=O)C (N,N-dimethyl-formamide), C(C)(=O)OCC (ethyl acetate). Yields the product ClC1=C(C(=C(C=C1)NC(=O)NC1=C(C=CC=C1)Cl)O)S(=O)(=O)N (N-(4-chloro-2-hydroxy-3-aminosulfonylphenyl)-N′-(2-chlorophenyl) urea). Yield: 44.3%. As a reaction SMILES: [NH2:1][C:2]1[C:3]([OH:13])=[C:4]([S:9]([NH2:12])(=[O:11])=[O:10])[C:5]([Cl:8])=[CH:6][CH:7]=1.[Cl:14][C:15]1[CH:20]=[CH:19][CH:18]=[CH:17][C:16]=1[N:21]=[C:22]=[O:23]>CN(C)C=O.C(OCC)(=O)C>[Cl:8][C:5]1[CH:6]=[CH:7][C:2]([NH:1][C:22]([NH:21][C:16]2[CH:17]=[CH:18][CH:19]=[CH:20][C:15]=2[Cl:14])=[O:23])=[C:3]([OH:13])[C:4]=1[S:9]([NH2:12])(=[O:11])=[O:10]. Procedure: A solution of 3-amino-6-chloro-2-hydroxybenzenesulfonamide (40mg, 0.18mmol) and 2-chlorophenylisocyanate (33 mg, 0.22 mmol) in 1 mL of N,N-dimethyl-formamide was stirred at room temperature for 18 hours. The mixture was diluted with ethyl acetate and washed with water to give the crude material. Purification by column chromatography on silica gel, eluting with ethyl acetate/hexane (30/70, v/v), followed by recrystallization from acetone and hexane, gave the desired product (30 mg, 44%). EI-MS (m...